This data is from the Open Reaction Database (ORD), a public repository of structured organic reaction records. The task is: describe an organic reaction: reactants, conditions, products, and yield Starting materials: COC1=CC=C(CN)C=C1 (4-methoxybenzylamine), [O-]C#N.[Na+] (sodium cyanate). The product is C(C)(C)C=1NC(N(C1)CC1=CC=C(C=C1)OC)=O (4-isopropyl-1-(4-methoxybenzyl)-1H-imidazol-2(3H)-one). As a reaction SMILES: [CH3:1][O:2][C:3]1[CH:10]=[CH:9][C:6]([CH2:7][NH2:8])=[CH:5][CH:4]=1.[O-:11][C:12]#[N:13].[Na+]>>[CH:6]([C:5]1[NH:13][C:12](=[O:11])[N:8]([CH2:7][C:6]2[CH:9]=[CH:10][C:3]([O:2][CH3:1])=[CH:4][CH:5]=2)[CH:4]=1)([CH3:9])[CH3:7] |f:1.2|. Procedure: 3-Methylbutan-2-one was brominated with bromine in methanol to give 1-bromo-3-methylbutan-2-one which was reacted with 4-methoxybenzylamine and cyclized with sodium cyanate to give 4-isopropyl-1-(4-methoxybenzyl)-1H-imidazol-2(3H)-one.